This data is from the Open Reaction Database (ORD), a public repository of structured organic reaction records. The task is: describe an organic reaction: reactants, conditions, products, and yield RXN SMILES: [Cl:1][C:2]1[C:3]([N+:17]([O-])=O)=[C:4]2[C:9](=[CH:10][C:11]=1[Cl:12])[N:8]=[C:7]([O:13][CH3:14])[C:6]([O:15][CH3:16])=[N:5]2>O1CCCC1.C(OCC)(=O)C.ClCCl.[Pd]>[NH2:17][C:3]1[C:2]([Cl:1])=[C:11]([Cl:12])[CH:10]=[C:9]2[C:4]=1[N:5]=[C:6]([O:15][CH3:16])[C:7]([O:13][CH3:14])=[N:8]2. Reactants: ClC=1C(=C2N=C(C(=NC2=CC1Cl)OC)OC)[N+](=O)[O-] (6,7-Dichloro-2,3-dimethoxy-5-nitroquinoxaline). Run at time 22 hour. Product: NC1=C2N=C(C(=NC2=CC(=C1Cl)Cl)OC)OC (5-Amino-6,7-dichloro-2,3-dimethoxyquinoxaline). Run in O1CCCC1 (tetrahydrofuran), C(C)(=O)OCC (ethyl acetate), ClCCl (dichloromethane). Reagents/catalysts: [Pd] (palladium-on-carbon). Procedure: 6,7-Dichloro-2,3-dimethoxy-5-nitroquinoxaline (20 g, 0.066 mol) and 5% w/w palladium-on-carbon (50% wet) (1.2 g) were suspended in a mixture of tetrahydrofuran (0.12 L) and ethyl acetate (0.12 L). The mixture was hydrogenated at 60° C. and 414 kPa (60 psi) for 22 hours, cooled, diluted with dichloromethane (0.48 L) and the catalyst removed by filtration through celite (trade mark) filter aid. The solution was concentrated under reduced pressure with the gradual addition of toluene. The mixture w... The yield is 78.5%. The reactants are ClC1=CC=NC2=CC(=CC=C12)Cl (4,7-dichloroquinoline), NCC(C)(C)N (1,2-diamino-2-methylpropane). Solvent: CN1C(CCC1)=O (N-methyl-2-pyrrolidone). The product is ClC1=CC=C2C(=CC=NC2=C1)NCC(C)(N)C (N1 -(7-Chloro-quinolin-4-yl)-2-methyl-propane-1,2-diamine). Reaction SMILES: Cl[C:2]1[C:11]2[C:6](=[CH:7][C:8]([Cl:12])=[CH:9][CH:10]=2)[N:5]=[CH:4][CH:3]=1.[NH2:13][CH2:14][C:15]([NH2:18])([CH3:17])[CH3:16]>CN1CCCC1=O>[Cl:12][C:8]1[CH:7]=[C:6]2[C:11]([C:2]([NH:13][CH2:14][C:15]([CH3:17])([NH2:18])[CH3:16])=[CH:3][CH:4]=[N:5]2)=[CH:10][CH:9]=1. Procedure: 52.8 g of 4,7-dichloroquinoline and 30.85 g of 1,2-diamino-2-methylpropane were stirred in 530 ml of N-methyl-2-pyrrolidone under argon at 150° C. for 5 hours. Thereafter, the solvent was evaporated in a vacuum and the residue was taken up in 1250 ml of water. After adjustment to pH 1 using conc. hydrochloric acid, the mixture was extracted once with 200 ml of ethyl acetate and twice with 100 ml of ethyl acetate each time, and subsequently treated with about 170 ml of 30% potassium hydroxide sol... The reactants are FC=1C=C2C(C(=CN(C2=CC1F)[C@H]1[C@H](C1)F)C(=O)O)=O (6,7-difluoro-1-[(1R,2S)-2-fluorocyclopropyl]-1,4-dihydro-4-oxo-3-quinolinecarboxylic acid), C1(CC1)NC[C@H]1CNC[C@H]1F ((3R,4S)-3-cyclopropylaminomethyl-4-fluoropyrrolidine). Product: C1(CC1)NC[C@H]1CN(C[C@H]1F)C1=C(C=C2C(C(=CN(C2=C1)[C@H]1[C@H](C1)F)C(=O)O)=O)F (7-[(3S,4S)-3-cyclopropylaminomethyl-4-fluoro-1-pyrrolidinyl]-6-fluoro-1-[(1R,2S)-2-fluorocyclopropyl]-1,4-dihydro-4-oxo-3-quinolinecarboxylic acid). The yield is 48.2%. As a reaction SMILES: [F:1][C:2]1[CH:3]=[C:4]2[C:9](=[CH:10][C:11]=1F)[N:8]([C@@H:13]1[CH2:15][C@@H:14]1[F:16])[CH:7]=[C:6]([C:17]([OH:19])=[O:18])[C:5]2=[O:20].[CH:21]1([NH:24][CH2:25][C@@H:26]2[C@H:30]([F:31])[CH2:29][NH:28][CH2:27]2)[CH2:23][CH2:22]1>>[CH:21]1([NH:24][CH2:25][C@@H:26]2[C@H:30]([F:31])[CH2:29][N:28]([C:11]3[CH:10]=[C:9]4[C:4]([C:5](=[O:20])[C:6]([C:17]([OH:19])=[O:18])=[CH:7][N:8]4[C@@H:13]4[CH2:15][C@@H:14]4[F:16])=[CH:3][C:2]=3[F:1])[CH2:27]2)[CH2:23][CH2:22]1. Procedure: Using 6,7-difluoro-1-[(1R,2S)-2-fluorocyclopropyl]-1,4-dihydro-4-oxo-3-quinolinecarboxylic acid (283 mg) and (3R,4S)-3-cyclopropylaminomethyl-4-fluoropyrrolidine (190 mg), the same procedure was followed as in Example 23 to give 7-[(3S,4S)-3-cyclopropylaminomethyl-4-fluoro-1-pyrrolidinyl]-6-fluoro-1-[(1R,2S)-2-fluorocyclopropyl]-1,4-dihydro-4-oxo-3-quinolinecarboxylic acid as pale yellow crystals (203 mg). Starting materials: CI, CC(C)=O, [K+], [K+], O=[N+]([O-])c1ccc(O)cc1C(F)(F)F, O=C([O-])[O-]. The product is COc1ccc([N+](=O)[O-])c(C(F)(F)F)c1. As a reaction SMILES: [CH3:21][I:22].[CH3:23][C:24](=[O:25])[CH3:26].[K+:15].[K+:16].[N+:1](=[O:2])([O-:3])[c:4]1[c:5]([C:11]([F:12])([F:13])[F:14])[cH:6][c:7]([OH:10])[cH:8][cH:9]1.[O-:17][C:18]([O-:19])=[O:20]>>[N+:1](=[O:2])([O-:3])[c:4]1[c:5]([C:11]([F:12])([F:13])[F:14])[cH:6][c:7]([O:10][CH3:18])[cH:8][cH:9]1. Starting materials: Cc1ccccc1, Cc1cc(Cl)c(N)cc1SCC(F)(F)F, Cl, O=N[O-], [Na+], [Na+], [OH-], O, O, Cl[Sn](Cl)(Cl)Cl. The product is Cc1cc(Cl)c(NN)cc1SCC(F)(F)F. RXN SMILES: [CH3:30][c:31]1[cH:32][cH:33][cH:34][cH:35][cH:36]1.[Cl:1][c:2]1[c:3]([NH2:4])[cH:5][c:6]([S:10][CH2:11][C:12]([F:13])([F:14])[F:15])[c:7]([CH3:9])[cH:8]1.[ClH:29].[N:16]([O-:17])=[O:18].[Na+:19].[Na+:28].[OH-:27].[OH2:20].[OH2:21].[Sn:22]([Cl:23])([Cl:24])([Cl:25])[Cl:26]>>[Cl:1][c:2]1[c:3]([NH:4][NH2:16])[cH:5][c:6]([S:10][CH2:11][C:12]([F:13])([F:14])[F:15])[c:7]([CH3:9])[cH:8]1.